From a dataset of the Open Reaction Database (ORD), a public repository of structured organic reaction records. describe an organic reaction: reactants, conditions, products, and yield Reactants: [Br-], O=C([O-])O, ClCCl, CCCC[N+](CCCC)(CCCC)CCCC, [O-]Cl, CC(O)c1c(F)cc(I)cc1F, [Na+], [Na+]. Product: CC(=O)c1c(F)cc(I)cc1F. RXN SMILES: [Br-:24].[C:13](=[O:14])([O-:15])[OH:16].[CH2:21]([Cl:22])[Cl:23].[CH3:25][CH2:26][CH2:27][CH2:28][N+:29]([CH2:30][CH2:31][CH2:32][CH3:33])([CH2:34][CH2:35][CH2:36][CH3:37])[CH2:38][CH2:39][CH2:40][CH3:41].[Cl:18][O-:19].[F:1][c:2]1[c:3]([CH:10]([CH3:11])[OH:12])[c:4]([F:9])[cH:5][c:6]([I:8])[cH:7]1.[Na+:17].[Na+:20]>>[F:1][c:2]1[c:3]([C:10]([CH3:11])=[O:12])[c:4]([F:9])[cH:5][c:6]([I:8])[cH:7]1. Reagents/catalysts: ClCCl.[Pd](Cl)Cl.C1(=CC=CC=C1)P([C-]1C=CC=C1)C1=CC=CC=C1.[C-]1(C=CC=C1)P(C1=CC=CC=C1)C1=CC=CC=C1.[Fe+2] (1,1′-bis(diphenylphosphino) ferrocene-palladium dichloride dichloromethane). The reactants are FC1=C(C=C(C(=C1)F)I)C1=C(C=C(C=C1)C(=O)OC)C (methyl 2′,4′-difluoro-5′-iodo-2-methylbiphenyl-4-carboxylate), FC(C=1C=C(C=C(C1)C(F)(F)F)[C@@H]1[C@@H](N(C(O1)=O)CC1=C(C=CC(=C1)C(F)(F)F)B1OC(C(O1)(C)C)(C)C)C)(F)F.C ((4S,5R)-5-[3,5-bis(trifluoromethyl)phenyl]-4-methyl-3-[2-(4,4,5,5-tetramethyl-1,3,2-dioxaborolan-2-yl)-5-(trifluoromethyl)benzyl]-1,3-oxazolidin-2-one methane), FC(C=1C=C(C=C(C1)C(F)(F)F)[C@@H]1[C@@H](N(C(O1)=O)CC1=C(C=CC(=C1)C(F)(F)F)B1OC(C(O1)(C)C)(C)C)C)(F)F.C ((4S,5R)-5-[3,5-bis(trifluoromethyl)phenyl]-4-methyl-3-[2-(4,4,5,5-tetramethyl-1,3,2-dioxaborolan-2-yl)-5-(trifluoromethyl)benzyl]-1,3-oxazolidin-2-one methane), C([O-])([O-])=O.[Na+].[Na+] (sodium carbonate). As a reaction SMILES: [F:1][C:2]1[CH:7]=[C:6]([F:8])[C:5](I)=[CH:4][C:3]=1[C:10]1[CH:15]=[CH:14][C:13]([C:16]([O:18][CH3:19])=[O:17])=[CH:12][C:11]=1[CH3:20].[F:21][C:22]([F:61])([F:60])[C:23]1[CH:24]=[C:25]([C@H:33]2[O:37][C:36](=[O:38])[N:35]([CH2:39][C:40]3[CH:45]=[C:44]([C:46]([F:49])([F:48])[F:47])[CH:43]=[CH:42][C:41]=3B3OC(C)(C)C(C)(C)O3)[C@H:34]2[CH3:59])[CH:26]=[C:27]([C:29]([F:32])([F:31])[F:30])[CH:28]=1.C.C(=O)([O-])[O-].[Na+].[Na+]>C(Cl)Cl.ClCCl.[Pd](Cl)Cl.C1(P(C2C=CC=CC=2)[C-]2C=CC=C2)C=CC=CC=1.[C-]1(P(C2C=CC=CC=2)C2C=CC=CC=2)C=CC=C1.[Fe+2]>[F:61][C:22]([F:21])([F:60])[C:23]1[CH:24]=[C:25]([C@H:33]2[O:37][C:36](=[O:38])[N:35]([CH2:39][C:40]3[CH:45]=[C:44]([C:46]([F:47])([F:48])[F:49])[CH:43]=[CH:42][C:41]=3[C:5]3[CH:4]=[C:3]([C:10]4[CH:15]=[CH:14][C:13]([C:16]([O:18][CH3:19])=[O:17])=[CH:12][C:11]=4[CH3:20])[C:2]([F:1])=[CH:7][C:6]=3[F:8])[C@H:34]2[CH3:59])[CH:26]=[C:27]([C:29]([F:30])([F:32])[F:31])[CH:28]=1 |f:1.2,3.4.5,7.8.9.10.11|. Product: FC(C=1C=C(C=C(C1)C(F)(F)F)[C@@H]1[C@@H](N(C(O1)=O)CC1=C(C=CC(=C1)C(F)(F)F)C=1C=C(C(=CC1F)F)C1=C(C=C(C=C1)C(=O)OC)C)C)(F)F (Methyl 2″-({(4S,5R)-5-[3,5-bis(trifluoromethyl)-phenyl]-4-methyl-2-oxo-1,3-oxazolidin-3-yl}methyl)-4′,6′-difluoro-2-methyl-4″-(trifluoromethyl)-1,1′:3′,1″-terphenyl-4-carboxylate). Run in C(Cl)Cl (DCM). Procedure: methyl 2′,4′-difluoro-5′-iodo-2-methylbiphenyl-4-carboxylate (100 mg, 0.26 mmol, dissolved in 1 mL ethanol), (4S,5R)-5-[3,5-bis(trifluoromethyl)phenyl]-4-methyl-3-[2-(4,4,5,5-tetramethyl-1,3,2-dioxaborolan-2-yl)-5-(trifluoromethyl)benzyl]-1,3-oxazolidin-2-one (INTERMEDIATE 9, 185 mg, 0.31 mmol, dissolved in 2.2 mL 1,4-dioxane), sodium carbonate (258 μL, aq., 2M, 0.516 mmol) and 1,1′-bis(diphenylphosphino) ferrocene-palladium dichloride dichloromethane adduct (42 mg, 0.05 mmol) were heated in an ...